The task is: describe an organic reaction: reactants, conditions, products, and yield. This data is from the Open Reaction Database (ORD), a public repository of structured organic reaction records. The reactants are Cc1ccc(C(=O)O)cc1B1OC(C)(C)C(C)(C)O1, Cn1nccc1N, ClCCl, O=S(Cl)Cl, c1ccncc1. Yields the product Cc1ccc(C(=O)Nc2ccnn2C)cc1B1OC(C)(C)C(C)(C)O1. Reaction SMILES: [CH3:1][c:2]1[c:3]([B:11]2[O:12][C:13]([CH3:18])([CH3:19])[C:14]([CH3:16])([CH3:17])[O:15]2)[cH:4][c:5]([C:6](=[O:7])[OH:8])[cH:9][cH:10]1.[CH3:24][n:25]1[n:26][cH:27][cH:28][c:29]1[NH2:30].[Cl:37][CH2:38][Cl:39].[S:20]([Cl:21])([Cl:22])=[O:23].[cH:31]1[cH:32][cH:33][n:34][cH:35][cH:36]1>>[CH3:1][c:2]1[c:3]([B:11]2[O:12][C:13]([CH3:18])([CH3:19])[C:14]([CH3:16])([CH3:17])[O:15]2)[cH:4][c:5]([C:6](=[O:8])[NH:30][c:29]2[n:25]([CH3:24])[n:26][cH:27][cH:28]2)[cH:9][cH:10]1.